Dataset: the Open Reaction Database (ORD), a public repository of structured organic reaction records. Task: describe an organic reaction: reactants, conditions, products, and yield The reactants are O=C([O-])O, CCOC(C)=O, NC(Cc1ccc(Oc2ccccc2)cc1)C(O)c1ccc(F)cc1, [Na+], O, O=C(Cl)CCc1ccccc1. Product: O=C(CCc1ccccc1)NC(Cc1ccc(Oc2ccccc2)cc1)C(O)c1ccc(F)cc1. Reaction SMILES: [C:37](=[O:38])([O-:39])[OH:40].[CH3:42][CH2:43][O:44][C:45](=[O:46])[CH3:47].[NH2:1][CH:2]([CH:3]([OH:4])[c:5]1[cH:6][cH:7][c:8]([F:11])[cH:9][cH:10]1)[CH2:12][c:13]1[cH:14][cH:15][c:16]([O:19][c:20]2[cH:21][cH:22][cH:23][cH:24][cH:25]2)[cH:17][cH:18]1.[Na+:41].[OH2:48].[c:26]1([CH2:32][CH2:33][C:34](=[O:35])[Cl:36])[cH:27][cH:28][cH:29][cH:30][cH:31]1>>[NH:1]([CH:2]([CH:3]([OH:4])[c:5]1[cH:6][cH:7][c:8]([F:11])[cH:9][cH:10]1)[CH2:12][c:13]1[cH:14][cH:15][c:16]([O:19][c:20]2[cH:21][cH:22][cH:23][cH:24][cH:25]2)[cH:17][cH:18]1)[C:34]([CH2:33][CH2:32][c:26]1[cH:27][cH:28][cH:29][cH:30][cH:31]1)=[O:35]. The reactants are 5, [OH-].[K+] (KOH), C(O)C(CC)(CO)CO (trimethylolpropane), C=1(C(C)=CC(O)=CC1)O (toluhydroquinone). Product: CC(C)C1=CC2=CC[C@@H]3[C@@]([C@H]2CC1)(CCC[C@@]3(C)C(=O)O)C (Abietic Acid). Procedure: 5 10.26 kg of Portuguese balsam resin WW 4.02 kg of trimethylolpropane and 0.007 kg of toluhydroquinone were weighed into a 15 liter stirred tank equipped with a distillation attachment and nitrogen (30 to 40 l/h) was passed over the mixture for 30 minutes. The stream of nitrogen was reduced to 8 to 10 l/h and the mixture was heated to 120 to 130° C. When the resin had melted, the stirrer Incas switched on. The reaction mixture was subsequently heated to 140° C. over a period of 2 h, and then ma... RXN SMILES: [CH2:1]([C:3]([CH2:8]O)([CH2:6][OH:7])[CH2:4][CH3:5])O.[C:10]1(O)[C:11](=[CH:13][C:14](=[CH:16][CH:17]=1)O)[CH3:12].[OH-:19].[K+]>>[CH3:13][CH:14]([C:14]1[CH2:16][CH2:17][C@H:10]2[C:11](=[CH:12][CH2:5][C@H:4]3[C@@:3]([C:6]([OH:19])=[O:7])([CH3:8])[CH2:1][CH2:12][CH2:11][C@@:10]32[CH3:17])[CH:13]=1)[CH3:16] |f:2.3|. Run at temperature 125 celsius, time 30 minute. Reactants: ester, carboxylic acids, 3,3-bromo-4'-methyl benzophenone, C1(=CC=C(C=C1)C(=O)C=1C=C(C=CC(=O)OCC)C=CC1)C (ethyl 3-(4-toluoyl)cinnamate), N1(CCCC1)C/C=C(\C1=CC=C(C=C1)OC)/C=1C=C(/C=C/C(=O)O)C=CC1 ((E)-3-(3-Pyrrolidino-1-(4-methoxyphenyl)prop-1E-enyl)cinnamic acid), N1(CCCC1)CC=C(C1=CC=C(C=C1)OC)C=1C=C(C=CC(=O)OCC)C=CC1 (ethyl 3-(3-pyrrolidino-1-(4-methoxyphenyl)prop-1-enyl)cinnamate). Yields the product CN(C/C=C(\C1=CC=C(C=C1)C)/C=1C=C(/C=C/C(=O)O)C=CC1)C ((E)-3-(3-dimethylamino-1-(4-tolyl)prop-1E-enyl)cinnamic acid), CN(C\C=C(\C1=CC=C(C=C1)C)/C=1C=C(/C=C/C(=O)O)C=CC1)C ((E)-3-(3-dimethylamino-1-(4-tolyl)prop-1Z-enyl)cinnamic acid). RXN SMILES: [C:1]1([CH3:22])[CH:6]=[CH:5][C:4]([C:7]([C:9]2[CH:10]=[C:11]([CH:19]=[CH:20][CH:21]=2)[CH:12]=[CH:13][C:14]([O:16]CC)=[O:15])=O)=[CH:3][CH:2]=1.[N:23]1([CH2:28]/[CH:29]=[C:30](/[C:39]2[CH:40]=[C:41]([CH:47]=[CH:48][CH:49]=2)/[CH:42]=[CH:43]/[C:44]([OH:46])=[O:45])\[C:31]2[CH:36]=[CH:35][C:34](OC)=[CH:33][CH:32]=2)[CH2:27]C[CH2:25][CH2:24]1.N1(CC=C(C2C=C(C=CC=2)C=CC(OCC)=O)C2C=CC(OC)=CC=2)CCC[CH2:51]1>>[CH3:27][N:23]([CH3:28])[CH2:24]/[CH:25]=[C:7](/[C:9]1[CH:10]=[C:11]([CH:19]=[CH:20][CH:21]=1)/[CH:12]=[CH:13]/[C:14]([OH:16])=[O:15])\[C:4]1[CH:3]=[CH:2][C:1]([CH3:22])=[CH:6][CH:5]=1.[CH3:24][N:23]([CH3:27])[CH2:28]/[CH:29]=[C:30](\[C:39]1[CH:40]=[C:41]([CH:47]=[CH:48][CH:49]=1)/[CH:42]=[CH:43]/[C:44]([OH:46])=[O:45])/[C:31]1[CH:36]=[CH:35][C:34]([CH3:51])=[CH:33][CH:32]=1. Procedure details: By use of the methods described in Example 3,3-bromo-4'-methyl benzophenone (Ipatieff and Friedman, J. Amer. Chem. Soc., 1939, 61, 684) was converted into ethyl 3-(4-toluoyl)cinnamate, m.p. 86°-87°, and thence into a mixture of the (E)- and (Z)-isomers of ethyl 3-(3-dimethylamino-1-(4-tolyl)prop-1-enyl)cinnamate. Hydrolysis of this ester mixture and separation of the mixture of carboxylic acids by crystallization yielded (E)-3-(3-dimethylamino-1-(4-tolyl)prop-1E-enyl)cinnamic acid, m.p. 200°-205... Starting materials: CCCCCCCCCCc1cnc(-c2ccc(OCC3CCC(O)CC3)c(Br)c2)nc1, CN(C)c1ccncc1, C(=NC1CCCCC1)=NC1CCCCC1, ClCCl, CCCCC(F)C(=O)O. Yields the product CCCCCCCCCCc1cnc(-c2ccc(OCC3CCC(OC(=O)C(F)CCCC)CC3)c(Br)c2)nc1. RXN SMILES: [Br:10][c:11]1[c:12]([O:13][CH2:14][CH:15]2[CH2:16][CH2:17][CH:18]([OH:21])[CH2:19][CH2:20]2)[cH:22][cH:23][c:24](-[c:26]2[n:27][cH:28][c:29]([CH2:32][CH2:33][CH2:34][CH2:35][CH2:36][CH2:37][CH2:38][CH2:39][CH2:40][CH3:41])[cH:30][n:31]2)[cH:25]1.[CH3:57][N:58]([CH3:59])[c:60]1[cH:61][cH:62][n:63][cH:64][cH:65]1.[CH:42]1([N:43]=[C:44]=[N:45][CH:46]2[CH2:47][CH2:48][CH2:49][CH2:50][CH2:51]2)[CH2:52][CH2:53][CH2:54][CH2:55][CH2:56]1.[Cl:66][CH2:67][Cl:68].[F:1][CH:2]([C:3](=[O:4])[OH:5])[CH2:6][CH2:7][CH2:8][CH3:9]>>[F:1][CH:2]([C:3](=[O:4])[O:5][CH:18]1[CH2:17][CH2:16][CH:15]([CH2:14][O:13][c:12]2[c:11]([Br:10])[cH:25][c:24](-[c:26]3[n:27][cH:28][c:29]([CH2:32][CH2:33][CH2:34][CH2:35][CH2:36][CH2:37][CH2:38][CH2:39][CH2:40][CH3:41])[cH:30][n:31]3)[cH:23][cH:22]2)[CH2:20][CH2:19]1)[CH2:6][CH2:7][CH2:8][CH3:9]. Starting materials: CNC1=C(C(=CC(=C1)F)NC)[N+](=O)[O-] (2-methylamino-6-methylamino-4-fluoronitrobenzene), NCCOCCO (2-(2-aminoethoxy)ethanol). Run in ice water. The product is CNC1=C(C(=CC(=C1)NCCOCCO)NC)[N+](=O)[O-] (2-methylamino-6-methylamino-4-[(β-hydroxy ethoxy)ethyl]aminonitrobenzene). RXN SMILES: [CH3:1][NH:2][C:3]1[CH:8]=[C:7](F)[CH:6]=[C:5]([NH:10][CH3:11])[C:4]=1[N+:12]([O-:14])=[O:13].[NH2:15][CH2:16][CH2:17][O:18][CH2:19][CH2:20][OH:21]>>[CH3:1][NH:2][C:3]1[CH:8]=[C:7]([NH:15][CH2:16][CH2:17][O:18][CH2:19][CH2:20][OH:21])[CH:6]=[C:5]([NH:10][CH3:11])[C:4]=1[N+:12]([O-:14])=[O:13]. Procedure: 0.01 mole (2 g) of 2-methylamino-6-methylamino-4-fluoronitrobenzene in 8 ml of 2-(2-aminoethoxy)ethanol was heated to 100° C. After 30 minutes the reaction medium was diluted with 20 ml of ice water and the desired product precipitated out. After filtering and vacuum drying in the presence of P2O5, it was recrystallized from isopropanol and then from ethyl acetate. The product melted at 132° C. The reactants are C1(CC1)CNC(=O)C=1NC=C(C1)C(=O)C=1C(=NOC1C)C1=CC=C(C=C1)F (4-(5-methyl-3-(4-fluorophenyl)-isoxazole-4-carbonyl)-1H-pyrrole-2-carboxylic acid (cyclopropylmethyl)-amide), FC=1C=C(C=CC1F)C1=NOC(=C1C(=O)C=1C=C(NC1)C(C(Cl)(Cl)Cl)=O)C (4-[3-(3,4-difluoro-phenyl)-5-methyl-isoxazole-4-carbonyl]-2-trichloroacetyl-1H-pyrrole), FC=1C=C(C=CC1F)C1=NOC(=C1C(=O)C=1C=C(NC1)C(C(Cl)(Cl)Cl)=O)C (4-[3-(3,4-difluoro-phenyl)-5-methyl-isoxazole-4-carbonyl]-2-trichloroacetyl-1H-pyrrole), C1(CCCC1)N (cyclopentylamine). Yields the product C1(CCCC1)NC(=O)C=1NC=C(C1)C(=O)C=1C(=NOC1C)C1=CC(=C(C=C1)F)F (4-[3-(3,4-Difluoro-phenyl)-5-methyl-isoxazole-4-carbonyl]-1H-pyrrole-2-carboxylic acid cyclopentylamide). RXN SMILES: C1(CNC(C2NC=C(C(C3[C:16]([C:21]4[CH:26]=[CH:25][C:24](F)=CC=4)=[N:17]OC=3C)=O)C=2)=O)CC1.[F:28][C:29]1[CH:30]=[C:31]([C:36]2[C:40]([C:41]([C:43]3[CH:44]=[C:45]([C:48](=[O:53])C(Cl)(Cl)Cl)[NH:46][CH:47]=3)=[O:42])=[C:39]([CH3:54])[O:38][N:37]=2)[CH:32]=[CH:33][C:34]=1[F:35].C1(N)CCCC1>>[CH:16]1([NH:17][C:48]([C:45]2[NH:46][CH:47]=[C:43]([C:41]([C:40]3[C:36]([C:31]4[CH:32]=[CH:33][C:34]([F:35])=[C:29]([F:28])[CH:30]=4)=[N:37][O:38][C:39]=3[CH3:54])=[O:42])[CH:44]=2)=[O:53])[CH2:21][CH2:26][CH2:25][CH2:24]1. Reported procedure: According to the procedure described for the synthesis of 4-(5-methyl-3-(4-fluorophenyl)-isoxazole-4-carbonyl)-1H-pyrrole-2-carboxylic acid (cyclopropylmethyl)-amide (example 229, step 2), the title compound has been synthesized from 4-[3-(3,4-difluoro-phenyl)-5-methyl-isoxazole-4-carbonyl]-2-trichloroacetyl-1H-pyrrole (intermediate 19) and cyclopentylamine (commercially available) in 38.1 yield. (m/e): 400.1 (MH+; 100%).